This data is from the Open Reaction Database (ORD), a public repository of structured organic reaction records. The task is: describe an organic reaction: reactants, conditions, products, and yield Reactants: COC(=O)SCl, CO, O=C1CC(S)CN1Cc1ccc(Oc2ccccc2)cc1. Product: COC(=O)SSC1CC(=O)N(Cc2ccc(Oc3ccccc3)cc2)C1. As a reaction SMILES: [CH3:22][O:23][C:24](=[O:25])[S:26][Cl:27].[CH3:28][OH:29].[SH:1][CH:2]1[CH2:3][C:4](=[O:21])[N:5]([CH2:7][c:8]2[cH:9][cH:10][c:11]([O:14][c:15]3[cH:16][cH:17][cH:18][cH:19][cH:20]3)[cH:12][cH:13]2)[CH2:6]1>>[S:1]([CH:2]1[CH2:3][C:4](=[O:21])[N:5]([CH2:7][c:8]2[cH:9][cH:10][c:11]([O:14][c:15]3[cH:16][cH:17][cH:18][cH:19][cH:20]3)[cH:12][cH:13]2)[CH2:6]1)[S:26][C:24]([O:23][CH3:22])=[O:25]. Starting materials: C(C)(C)(C)OC(=O)N[C@](C(=O)OC)(CCCCB1OC(C(O1)(C)C)(C)C)CC=O ((R)-methyl 2-(tert-butoxycarbonylamino)-2-(2-oxoethyl)-6-(4,4,5,5-tetramethyl-1,3,2-dioxaborolan-2-yl)hexanoate), C1N[C@@H](CC2=CC=CC=C12)CO ((S)-(1,2,3,4-tetrahydroisoquinolin-3-yl)methanol), C(C)(=O)O[BH-](OC(C)=O)OC(C)=O.[Na+] (sodium triacetoxyborohydride). The solvent is ClCCCl (1,2-dichloroethane). Run at time 1.5 hour. The product is C(C)(C)(C)OC(=O)N[C@](C(=O)OC)(CCCCB1OC(C(O1)(C)C)(C)C)CCN1CC2=CC=CC=C2C[C@H]1CO ((R)-methyl 2-(tert-butoxycarbonylamino)-2-(2-((S)-3-(hydroxymethyl)-3,4-dihydroisoquinolin-2(1H)-yl)ethyl)-6-(4,4,5,5-tetramethyl-1,3,2-dioxaborolan-2-yl)hexanoate). Yield: 93.2%. As a reaction SMILES: [C:1]([O:5][C:6]([NH:8][C@@:9]([CH2:27][CH:28]=O)([CH2:14][CH2:15][CH2:16][CH2:17][B:18]1[O:22][C:21]([CH3:24])([CH3:23])[C:20]([CH3:26])([CH3:25])[O:19]1)[C:10]([O:12][CH3:13])=[O:11])=[O:7])([CH3:4])([CH3:3])[CH3:2].[CH2:30]1[C:39]2[C:34](=[CH:35][CH:36]=[CH:37][CH:38]=2)[CH2:33][C@@H:32]([CH2:40][OH:41])[NH:31]1.C(O[BH-](OC(=O)C)OC(=O)C)(=O)C.[Na+]>ClCCCl>[C:1]([O:5][C:6]([NH:8][C@@:9]([CH2:27][CH2:28][N:31]1[C@H:32]([CH2:40][OH:41])[CH2:33][C:34]2[C:39](=[CH:38][CH:37]=[CH:36][CH:35]=2)[CH2:30]1)([CH2:14][CH2:15][CH2:16][CH2:17][B:18]1[O:19][C:20]([CH3:26])([CH3:25])[C:21]([CH3:24])([CH3:23])[O:22]1)[C:10]([O:12][CH3:13])=[O:11])=[O:7])([CH3:4])([CH3:3])[CH3:2] |f:2.3|. Procedure: A solution of (R)-methyl 2-(tert-butoxycarbonylamino)-2-(2-oxoethyl)-6-(4,4,5,5-tetramethyl-1,3,2-dioxaborolan-2-yl)hexanoate (0.148 g, 0.358 mmol, 1.0 equiv.) and (S)-(1,2,3,4-tetrahydroisoquinolin-3-yl)methanol (0.088 g, 0.54 mmol, 1.5 equiv.) in 1,2-dichloroethane (0.34 mL, 0.5 M) was treated with sodium triacetoxyborohydride (0.19 g, 0.90 mmol, 2.5 equiv) in one portion. After stirring for 1.5 h, the reaction mixture was quenched with saturated aqueous NaHCO3 (1 mL) and stirred for an additi... The reactants are CCCNCCC, CN(C)C=O, CN1Cc2c(-c3noc(CCl)n3)ncn2-c2ccc(F)c(Cl)c2C1=O. Yields the product CCCN(CCC)Cc1nc(-c2ncn3c2CN(C)C(=O)c2c-3ccc(F)c2Cl)no1. Reaction SMILES: [CH2:26]([CH2:27][CH3:28])[NH:29][CH2:30][CH2:31][CH3:32].[CH3:33][N:34]([CH3:35])[CH:36]=[O:37].[Cl:1][c:2]1[c:3]([F:25])[cH:4][cH:5][c:6]2[c:7]1[C:8](=[O:24])[N:9]([CH3:23])[CH2:10][c:11]1[n:12]-2[cH:13][n:14][c:15]1-[c:16]1[n:17][o:18][c:19]([CH2:21][Cl:22])[n:20]1>>[Cl:1][c:2]1[c:3]([F:25])[cH:4][cH:5][c:6]2[c:7]1[C:8](=[O:24])[N:9]([CH3:23])[CH2:10][c:11]1[n:12]-2[cH:13][n:14][c:15]1-[c:16]1[n:17][o:18][c:19]([CH2:21][N:29]([CH2:26][CH2:27][CH3:28])[CH2:30][CH2:31][CH3:32])[n:20]1. Reactants: BrC1=C(OC2=C1C=C(C=C2)CC=2C(=NN(C2CCCC)CC(F)(F)F)COC)C2=C(C=CC=C2)C=2N=NN(N2)C(C2=CC=CC=C2)(C2=CC=CC=C2)C2=CC=CC=C2 (5-[2-[3-Bromo-5-[[5-butyl-3-(methoxymethyl)-1-(2,2,2-trifluoroethyl)-1H-pyrazol-4-yl]methyl]-2-benzofuranyl]phenyl]-2-(triphenylmethyl)-2H-tetrazole), 1-camphor-sulphonic acid. Run in ClCCl (dichloromethane), CO (methanol). Yields the product BrC1=C(OC2=C1C=C(C=C2)CC=2C(=NN(C2CCCC)CC(F)(F)F)COC)C2=C(C=CC=C2)C2=NN=NN2 (5-[2-[3-Bromo-5-[[5-butyl-3-(methoxymethyl)-1-(2,2,2-trifluoroethyl)-1H-pyrazol-4-yl]methyl]-2-benzofuranyl]phenyl]-1H-tetrazole). Reaction SMILES: [Br:1][C:2]1[C:6]2[CH:7]=[C:8]([CH2:11][C:12]3[C:13]([CH2:26][O:27][CH3:28])=[N:14][N:15]([CH2:21][C:22]([F:25])([F:24])[F:23])[C:16]=3[CH2:17][CH2:18][CH2:19][CH3:20])[CH:9]=[CH:10][C:5]=2[O:4][C:3]=1[C:29]1[CH:34]=[CH:33][CH:32]=[CH:31][C:30]=1[C:35]1[N:36]=[N:37][N:38](C(C2C=CC=CC=2)(C2C=CC=CC=2)C2C=CC=CC=2)[N:39]=1>CO.ClCCl>[Br:1][C:2]1[C:6]2[CH:7]=[C:8]([CH2:11][C:12]3[C:13]([CH2:26][O:27][CH3:28])=[N:14][N:15]([CH2:21][C:22]([F:24])([F:25])[F:23])[C:16]=3[CH2:17][CH2:18][CH2:19][CH3:20])[CH:9]=[CH:10][C:5]=2[O:4][C:3]=1[C:29]1[CH:34]=[CH:33][CH:32]=[CH:31][C:30]=1[C:35]1[NH:39][N:38]=[N:37][N:36]=1. Procedure details: From a solution of the Intermediate 14b (210 mg) in methanol (3 ml) and dichloromethane (1 ml) with dl-1-camphor-sulphonic acid (52 mg). Reactants: C1=CN(C=N1)C(=O)N2C=CN=C2 (CDI), O1CCOCC1 (dioxane), C(C=1C(N)=CC=CC1)(=O)O (anthranilic acid), O1CCOCC1 (dioxane). The product is CC1=CC=CC2=C1C(OC(N2)=O)=O (5-methyl-2H-3,1-benzoxazin-2,4(1H)-dione). Isolated yield 87.0%. As a reaction SMILES: C1N=CN([C:6](N2C=NC=C2)=[O:7])C=1.[C:13]([OH:22])(=[O:21])[C:14]1[C:15](=[CH:17][CH:18]=[CH:19][CH:20]=1)[NH2:16].O1CCOC[CH2:24]1>>[CH3:24][C:20]1[C:14]2[C:13](=[O:22])[O:21][C:6](=[O:7])[NH:16][C:15]=2[CH:17]=[CH:18][CH:19]=1. Procedure details: To a suspension of CDI (49.35 g, 305 mmol) in 100 mL of dioxane was added at room temperature a solution of the anthranilic acid (20 g, 132 mmol) in 100 mL of dioxane over 30 minutes. The reaction was stirred at ambient temperature until the mild exotherm subsided. The reaction mixture was filtered through a bed of silica gel (dioxane), concentrated then diluted with about 200 mL of water. The resulting precipitate was filtered, washed with water and dried affording 20.3 g (87%) of 5-methyl-2H-3...